From a dataset of the Open Reaction Database (ORD), a public repository of structured organic reaction records. describe an organic reaction: reactants, conditions, products, and yield Starting materials: ClC1=C(C=CC=C1)C1CC(C=2C(=NN(C2C1)CCC1=CC=CC=C1)C)=O (6-(2-chlorophenyl)-3-methyl-1-(2-phenylethyl)-4,5,6,7-tetrahydroindazol-4-one), C(=N)(N)NN.Cl (aminoguanidine hydrochloride), Cl (hydrochloric acid), O (water). Run in C(C)O (ethanol). Yields the product Cl.ClC1=C(C=CC=C1)C1CC(C=2C(=NN(C2C1)CCC1=CC=CC=C1)C)=NNC(=N)N (6-(2-chlorophenyl)-4-guanidinoimino-3-methyl-1-(2-phenylethyl)-4,5,6,7-tetrahydroindazole hydrochloride). The yield is 74.5%. As a reaction SMILES: [Cl:1][C:2]1[CH:7]=[CH:6][CH:5]=[CH:4][C:3]=1[CH:8]1[CH2:16][C:15]2[N:14]([CH2:17][CH2:18][C:19]3[CH:24]=[CH:23][CH:22]=[CH:21][CH:20]=3)[N:13]=[C:12]([CH3:25])[C:11]=2[C:10](=O)[CH2:9]1.[C:27]([NH:30][NH2:31])([NH2:29])=[NH:28].Cl.Cl.O>C(O)C>[ClH:1].[Cl:1][C:2]1[CH:7]=[CH:6][CH:5]=[CH:4][C:3]=1[CH:8]1[CH2:16][C:15]2[N:14]([CH2:17][CH2:18][C:19]3[CH:24]=[CH:23][CH:22]=[CH:21][CH:20]=3)[N:13]=[C:12]([CH3:25])[C:11]=2[C:10](=[N:31][NH:30][C:27]([NH2:29])=[NH:28])[CH2:9]1 |f:1.2,6.7|. Reported procedure: A mixture of 6-(2-chlorophenyl)-3-methyl-1-(2-phenylethyl)-4,5,6,7-tetrahydroindazol-4-one (0.15 g), aminoguanidine hydrochloride (0.055 g), concentrated hydrochloric acid (0.1 ml), water (0.1 ml) and ethanol (15 ml) was refluxed for 12 hours. Under reduced pressure, the solvent was evaporated, and the resulting crystals were recrystallized from ethanol to give 6-(2-chlorophenyl)-4-guanidinoimino-3-methyl-1-(2-phenylethyl)-4,5,6,7-tetrahydroindazole hydrochloride (Compound 151) (0.07 g) as color...